This data is from the Open Reaction Database (ORD), a public repository of structured organic reaction records. The task is: describe an organic reaction: reactants, conditions, products, and yield Procedure: A mixture of 4-amino-phenol (3 g, 0.027 mol) and 2-methylene-succinic acid dimethyl ester (4.35 g, 0.027 mol) was heated to 110° C. for 16 h. The dark brown glass was dissolved in EtOAc and purified by silica gel chromatography (20% EtOAc/hexane to EtOAC) to give the title compound as an orange oil. MS (ESI pos. ion) m/z: 236.2 (M+H). Calc'd Exact Mass for C12H13NO4: 235.24. Yields the product COC(=O)C1CN(C(C1)=O)C1=CC=C(C=C1)O (1-(4-hydroxyphenyl)-5-oxo-pyrrolidine-3-carboxylic acid methyl ester). Starting materials: NC1=CC=C(C=C1)O (4-amino-phenol), COC(C(CC(=O)OC)=C)=O (2-methylene-succinic acid dimethyl ester). Run in CCOC(=O)C (EtOAc). Reaction conditions: temperature 110 celsius. Reaction SMILES: [NH2:1][C:2]1[CH:7]=[CH:6][C:5]([OH:8])=[CH:4][CH:3]=1.[CH3:9][O:10][C:11](=[O:19])[C:12](=[CH2:18])[CH2:13][C:14](OC)=[O:15]>CCOC(C)=O>[CH3:9][O:10][C:11]([CH:12]1[CH2:13][C:14](=[O:15])[N:1]([C:2]2[CH:7]=[CH:6][C:5]([OH:8])=[CH:4][CH:3]=2)[CH2:18]1)=[O:19]. The reactants are CCN(C(C)C)C(C)C (DIPEA), C([O-])(O)=O.[Na+] (sodium bicarbonate), ClC1=NC(=NC=C1C(F)(F)F)NC1=CC(=C(C=C1OC)C(=O)N1CCOCC1)F ((4-(4-chloro-5-(trifluoromethyl)pyrimidin-2-ylamino)-2-fluoro-5-methoxyphenyl)-(morpholino)methanone), CC=1C=CC(=CC1)S(=O)(=O)O (pTSA), desired material. Run in C(Cl)Cl (DCM), O1CCOCC1 (dioxane). Run at temperature 100 celsius. Yields the product C1(CC1)NC1=NC(=NC=C1C(F)(F)F)NC1=CC(=C(C=C1OC)C(=O)N1CCOCC1)F ((4-(4-(cyclopropylamino)-5-(trifluoromethyl)pyrimidin-2-ylamino)-2-fluoro-5-methoxyphenyl)(morpholino)-methanone). Isolated yield 32.9%. Reaction SMILES: Cl[C:2]1[C:7]([C:8]([F:11])([F:10])[F:9])=[CH:6][N:5]=[C:4]([NH:12][C:13]2[C:18]([O:19][CH3:20])=[CH:17][C:16]([C:21]([N:23]3[CH2:28][CH2:27][O:26][CH2:25][CH2:24]3)=[O:22])=[C:15]([F:29])[CH:14]=2)[N:3]=1.CC1C=CC(S(O)(=O)=O)=CC=1.CC[N:43]([CH:47]([CH3:49])[CH3:48])C(C)C.C(=O)(O)[O-].[Na+]>O1CCOCC1.C(Cl)Cl>[CH:47]1([NH:43][C:2]2[C:7]([C:8]([F:11])([F:10])[F:9])=[CH:6][N:5]=[C:4]([NH:12][C:13]3[C:18]([O:19][CH3:20])=[CH:17][C:16]([C:21]([N:23]4[CH2:24][CH2:25][O:26][CH2:27][CH2:28]4)=[O:22])=[C:15]([F:29])[CH:14]=3)[N:3]=2)[CH2:49][CH2:48]1 |f:3.4|. Procedure: To a solution of (4-(4-chloro-5-(trifluoromethyl)pyrimidin-2-ylamino)-2-fluoro-5-methoxyphenyl)-(morpholino)methanone (120 mg, 0.28 mmol) in dioxane (2 mL) was added pTSA (52 mg, 0.28 mmol) and D4-cyclopropylamine (17 mg, 0.28 mmol). The mixture was heated to 100° C. for 2 hours. LSMS of crude sample indicated only 10% of desired material. DIPEA (100 μL, 0.56 mmol) and D4-cyclopropylamine (17 mg, 0.28 mmol) were added and the mixture was heated to 100° C. for one hour. After return to room tempe... Starting materials: C[Al](C)C, CS(=O)(=O)c1ccc(N)cc1, Cc1ccccc1, ClC(Cl)Cl, N#Cc1ccc(C(F)(F)F)cc1. Product: CS(=O)(=O)c1ccc(NC(=N)c2ccc(C(F)(F)F)cc2)cc1. As a reaction SMILES: [CH3:12][Al:13]([CH3:14])[CH3:15].[CH3:1][S:2](=[O:3])(=[O:4])[c:5]1[cH:6][cH:7][c:8]([NH2:9])[cH:10][cH:11]1.[CH3:28][c:29]1[cH:30][cH:31][cH:32][cH:33][cH:34]1.[CH:35]([Cl:36])([Cl:37])[Cl:38].[F:16][C:17]([c:18]1[cH:19][cH:20][c:21]([C:22]#[N:23])[cH:24][cH:25]1)([F:26])[F:27]>>[CH3:1][S:2](=[O:3])(=[O:4])[c:5]1[cH:6][cH:7][c:8]([NH:9][C:22]([c:21]2[cH:20][cH:19][c:18]([C:17]([F:16])([F:26])[F:27])[cH:25][cH:24]2)=[NH:23])[cH:10][cH:11]1.